Dataset: the Open Reaction Database (ORD), a public repository of structured organic reaction records. Task: describe an organic reaction: reactants, conditions, products, and yield Reactants: N#CCCc1ccc2ncc(C(=O)O)n2c1, CN(C)C=O, [Cl-], O=C(Cl)C(=O)Cl, ClCCl, COC(=O)N1CC(c2nc(-c3ccc(C)c(N)c3)no2)C1, c1ccncc1. The product is COC(=O)N1CC(c2nc(-c3ccc(C)c(NC(=O)c4cnc5ccc(CCC#N)cn45)c3)no2)C1. Reaction SMILES: [C:1](#[N:2])[CH2:3][CH2:4][c:5]1[cH:6][cH:7][c:8]2[n:9]([cH:10]1)[c:11]([C:14](=[O:15])[OH:16])[cH:12][n:13]2.[CH3:54][N:55]([CH3:56])[CH:57]=[O:58].[Cl-:44].[Cl:17][C:18]([C:19]([Cl:20])=[O:21])=[O:22].[Cl:45][CH2:46][Cl:47].[NH2:23][c:24]1[cH:25][c:26](-[c:31]2[n:32][o:33][c:34]([CH:36]3[CH2:37][N:38]([C:40](=[O:41])[O:42][CH3:43])[CH2:39]3)[n:35]2)[cH:27][cH:28][c:29]1[CH3:30].[cH:48]1[cH:49][cH:50][n:51][cH:52][cH:53]1>>[C:1](#[N:2])[CH2:3][CH2:4][c:5]1[cH:6][cH:7][c:8]2[n:9]([cH:10]1)[c:11]([C:14](=[O:16])[NH:23][c:24]1[cH:25][c:26](-[c:31]3[n:32][o:33][c:34]([CH:36]4[CH2:37][N:38]([C:40](=[O:41])[O:42][CH3:43])[CH2:39]4)[n:35]3)[cH:27][cH:28][c:29]1[CH3:30])[cH:12][n:13]2. The reactants are C(O)([O-])=O.[K+] (potassium hydrogen carbonate), S(O)(O)(=O)=O (Sulphuric acid), C(C1=CC=CC=C1)ON=C1CC[C@H](NC1)C#N ((2S)-5-[(benzyloxy)imino]-2-cyanopiperidine), C(C)(=O)O[BH-](OC(C)=O)OC(C)=O.[Na+] (sodium triacetoxy borohydride). Run in C(C)(=O)OCC (ethyl acetate). Run at temperature 25 celsius, time 10 minute. The product is C(C1=CC=CC=C1)ONC1CC[C@H](NC1)C#N ((2S)-5-[(benzyloxy)amino]-2-cyanopiperidine). Isolated yield 88.0%. As a reaction SMILES: S(=O)(=O)(O)O.[CH2:6]([O:13][N:14]=[C:15]1[CH2:20][NH:19][C@H:18]([C:21]#[N:22])[CH2:17][CH2:16]1)[C:7]1[CH:12]=[CH:11][CH:10]=[CH:9][CH:8]=1.C(O[BH-](OC(=O)C)OC(=O)C)(=O)C.[Na+].C(=O)([O-])O.[K+]>C(OCC)(=O)C>[CH2:6]([O:13][NH:14][CH:15]1[CH2:20][NH:19][C@H:18]([C:21]#[N:22])[CH2:17][CH2:16]1)[C:7]1[CH:12]=[CH:11][CH:10]=[CH:9][CH:8]=1 |f:2.3,4.5|. Reported procedure: Sulphuric acid (11.7 ml, 0.217 mol) was slowly added to a stirred solution of (2S)-5-[(benzyloxy)imino]-2-cyanopiperidine (IX) (10 gm, 0.0436 mol, prepared according to the procedure described in step 6) in ethyl acetate (150 ml) at −10° C. After 10 minutes of stirring, sodium triacetoxy borohydride (NaHB(OOCCH3)3) (11.7 gm, 0.0519 mol, 95% purity) was added in small portions while maintaining temperature below −5° C. After completion of the addition, stirring was further continued for 2 hour at... The reactants are NC(=N)NC(=N)N (biguanide), COC1=NCCCCC1 (4,5,6,7-tetrahydro-2-methoxy-3H-azepine). Run in C(C)O (ethanol). Yields the product NC1=NC(=NC(=N1)N)CCCCCN (2,4-diamino-6-(5-aminopentyl)-1,3,5-triazine). As a reaction SMILES: [NH2:1][C:2]([NH:4][C:5]([NH2:7])=[NH:6])=[NH:3].CO[C:10]1[CH2:16][CH2:15][CH2:14][CH2:13][CH2:12][N:11]=1>C(O)C>[NH2:6][C:5]1[N:4]=[C:2]([NH2:1])[N:3]=[C:12]([CH2:13][CH2:14][CH2:15][CH2:16][CH2:10][NH2:11])[N:7]=1. Procedure: A mixture of biguanide (1.05 g.), 4,5,6,7-tetrahydro-2-methoxy-3H-azepine (1.27 g.) and ethanol (50 ml.) was heated under reflux for 18 hours, cooled and the solid that crystallised was collected to give 2,4-diamino-6-(5-aminopentyl)-1,3,5-triazine which was used without further purification. The reactants are FC(C=1N=C(SC1)NC(=O)C1=NC(=CC=C1N)C)(F)F (3-Amino-6-methyl-pyridine-2-carboxylic acid (4-trifluoromethyl-thiazol-2-yl)-amide), BrC=1C=NC=CC1 (3-Bromopyridine). Reagents/catalysts: [Pd] (Palladium). Yields the product FC(C=1N=C(SC1)NC(=O)C1=NC(=CC=C1NC=1C=NC=CC1)C)(F)F (6-Methyl-3-(pyridin-3-ylamino)-pyridine-2-carboxylic acid (4-trifluoromethyl-thiazol-2-yl)-amide). RXN SMILES: [F:1][C:2]([F:20])([F:19])[C:3]1[N:4]=[C:5]([NH:8][C:9]([C:11]2[C:16]([NH2:17])=[CH:15][CH:14]=[C:13]([CH3:18])[N:12]=2)=[O:10])[S:6][CH:7]=1.Br[C:22]1[CH:23]=[N:24][CH:25]=[CH:26][CH:27]=1>[Pd]>[F:20][C:2]([F:19])([F:1])[C:3]1[N:4]=[C:5]([NH:8][C:9]([C:11]2[C:16]([NH:17][C:22]3[CH:23]=[N:24][CH:25]=[CH:26][CH:27]=3)=[CH:15][CH:14]=[C:13]([CH3:18])[N:12]=2)=[O:10])[S:6][CH:7]=1. Procedure: The title compound, was prepared in accordance with the general method of example 4, step 2 using 4-Trifluoromethyl-thiazol-2-ylamine instead of 2-Chloro-4-aminopyridine to yield [6-Methyl-2-(4-trifluoromethyl-thiazol-2-ylcarbamoyl)-pyridin-3-yl]-carbamic acid tert-butyl ester as an off-white solid. MS (ISP): m/e=403.0 (M+H+). Boc-deprotection as described in example 4 step 3 yielded 3-Amino-6-methyl-pyridine-2-carboxylic acid (4-trifluoromethyl-thiazol-2-yl)-amide as an off-white solid, MS (ISP... Reactants: C1(=CC=CC=C1)P(C1=CC=CC=C1)C1=CC=CC=C1 (triphenylphosphine), BrN1C(CCC1=O)=O (N-bromosuccinimide), C1(CCC2=CC(=CC=C12)CCCO)=O (3-(1-indanon-5-yl)-1-propanol). The solvent is C(Cl)Cl (methylene chloride). Run at time 15 hour. The product is BrCCCC=1C=C2CCC(C2=CC1)=O (5-(3-bromopropyl)-1-indanone). Isolated yield 28.1%. RXN SMILES: [C:1]1(=[O:14])[C:9]2[C:4](=[CH:5][C:6]([CH2:10][CH2:11][CH2:12]O)=[CH:7][CH:8]=2)[CH2:3][CH2:2]1.C1(P(C2C=CC=CC=2)C2C=CC=CC=2)C=CC=CC=1.[Br:34]N1C(=O)CCC1=O>C(Cl)Cl>[Br:34][CH2:12][CH2:11][CH2:10][C:6]1[CH:5]=[C:4]2[C:9](=[CH:8][CH:7]=1)[C:1](=[O:14])[CH2:2][CH2:3]2. Procedure details: Compound 56-2 (1.15 g) was dissolved in methylene chloride (20 ml), triphenylphosphine (1.74 g) and N-bromosuccinimide (1.18 g) were added under ice-cooling, and the mixture was stirred under ice-cooling for 2 hr, and further at room temperature for 15 hr. The reaction mixture was washed with water and saturated brine, and dried over anhydrous magnesium sulfate. The solvent was evaporated under reduced pressure. Diethyl ether (100 ml) was added, and the precipitated triphenylphosphine oxide was ... Starting materials: N1(CCNCC1)CC1=CC=C(C(=O)OC)C=C1 (methyl 4-(piperazin-1-ylmethyl)-benzoate), ClC1=CC=C(C(=O)Cl)C=C1 (4-chlorobenzoyl chloride), ice water. Run in N1=CC=CC=C1 (pyridine). The product is ClC1=CC=C(C(=O)N2CCN(CC2)CC2=CC=C(C(=O)OC)C=C2)C=C1 (Methyl 4-[1-(4-chlorobenzoyl)-piperazin-4-ylmethyl]-benzoate). As a reaction SMILES: [N:1]1([CH2:7][C:8]2[CH:17]=[CH:16][C:11]([C:12]([O:14][CH3:15])=[O:13])=[CH:10][CH:9]=2)[CH2:6][CH2:5][NH:4][CH2:3][CH2:2]1.[Cl:18][C:19]1[CH:27]=[CH:26][C:22]([C:23](Cl)=[O:24])=[CH:21][CH:20]=1>N1C=CC=CC=1>[Cl:18][C:19]1[CH:27]=[CH:26][C:22]([C:23]([N:4]2[CH2:5][CH2:6][N:1]([CH2:7][C:8]3[CH:17]=[CH:16][C:11]([C:12]([O:14][CH3:15])=[O:13])=[CH:10][CH:9]=3)[CH2:2][CH2:3]2)=[O:24])=[CH:21][CH:20]=1. Reported procedure: To a solution of 15.3 g. (50 mmole) methyl 4-(piperazin-1-ylmethyl)-benzoate and 175 ml. anhydrous pyridine, there is added dropwise, at 0°-5° C., 8.7 g. (50 mmole) 4-chlorobenzoyl chloride and the reaction mixture kept for a further hour at 0° to 5° C., then overnight at 20° C. The reaction mixture is stirred into ice water and the precipitated product is filtered off with suction, washed with water and dried to give 18.5 g. (quantitative) of the desired product; m.p. 134°-135° C. The reactants are N(=[N+]=[N-])CC1=C(C(=O)NC)C=CC(=C1)Cl (2-(Azidomethyl)-4-chloro-N-methylbenzamide). Run in C(C)O (ethanol). The product is NCC1=C(C(=O)NC)C=CC=C1 (2-(aminomethyl)-N-methylbenzamide). As a reaction SMILES: [N:1]([CH2:4][C:5]1[CH:14]=[C:13](Cl)[CH:12]=[CH:11][C:6]=1[C:7]([NH:9][CH3:10])=[O:8])=[N+]=[N-]>C(O)C>[NH2:1][CH2:4][C:5]1[CH:14]=[CH:13][CH:12]=[CH:11][C:6]=1[C:7]([NH:9][CH3:10])=[O:8]. Procedure details: 2-(Azidomethyl)-4-chloro-N-methylbenzamide (0.88 g, 3.94 mmol) was dissolved in ethanol (25 mL), degassed, treated with 10% Pd on carbon (80 mg), and put under one atmosphere of hydrogen. After one hour the reaction was filtered through Celite, and concentrated in vacuo to afford 2-(aminomethyl)-N-methylbenzamide as a white solid.